This data is from the Open Reaction Database (ORD), a public repository of structured organic reaction records. The task is: describe an organic reaction: reactants, conditions, products, and yield Isolated yield 91.9%. Run at temperature 80 celsius. RXN SMILES: [Cl:1][C:2]1[CH:7]=[C:6](F)[CH:5]=[CH:4][C:3]=1[S:9]([CH3:12])(=[O:11])=[O:10].[CH3:13][O:14][C:15]([C:17]1[CH:27]=[C:26]([OH:28])[C:20]2[CH2:21][C:22]([CH3:25])([CH3:24])[O:23][C:19]=2[CH:18]=1)=[O:16].C([O-])([O-])=O.[Cs+].[Cs+]>CN(C=O)C>[CH3:13][O:14][C:15]([C:17]1[CH:27]=[C:26]([O:28][C:6]2[CH:5]=[CH:4][C:3]([S:9]([CH3:12])(=[O:11])=[O:10])=[C:2]([Cl:1])[CH:7]=2)[C:20]2[CH2:21][C:22]([CH3:25])([CH3:24])[O:23][C:19]=2[CH:18]=1)=[O:16] |f:2.3.4|. Procedure details: A mixture of 2-chloro-4-fluoro-1-(methylsulfonyl)benzene (939 mg, 4.50 mmol), 4-hydroxy-2,2-dimethyl-2,3-dihydro-benzofuran-6-carboxylic acid methyl ester (3e) (1.00 g, 4.50 mmol) and Cs2CO3 (2.93 g, 9.00 mmol) in DMF (5 mL) was heated to 80° C. for 1.5 h, cooled to room temperature, quenched with H2O and extracted with 3× EtOAc. The organic layers were washed with 2×H2O, dried over Na2SO4 and concentrated. The residue was purified by Biotage column chromatography with 25-50% EtOAc in hexanes to... Starting materials: ClC1=C(C=CC(=C1)F)S(=O)(=O)C (2-chloro-4-fluoro-1-(methylsulfonyl)benzene), COC(=O)C1=CC2=C(CC(O2)(C)C)C(=C1)O (4-hydroxy-2,2-dimethyl-2,3-dihydrobenzofuran-6-carboxylic acid methyl ester), C(=O)([O-])[O-].[Cs+].[Cs+] (Cs2CO3). Yields the product COC(=O)C1=CC2=C(CC(O2)(C)C)C(=C1)OC1=CC(=C(C=C1)S(=O)(=O)C)Cl (4-(3-Chloro-4-methanesulfonyl-phenoxy)-2,2-dimethyl-2,3-dihydro-benzofuran-6-carboxylic acid methyl ester). Run in CN(C)C=O (DMF).